Dataset: the Open Reaction Database (ORD), a public repository of structured organic reaction records. Task: describe an organic reaction: reactants, conditions, products, and yield Starting materials: C(C=C)OC(=O)N1[C@@H](CCC1)/C=C(/C(CC1C(C(N1)=O)[C@@H](C)O[Si](C)(C)C(C)(C)C)=O)\C (4-[(E)-4-{(2S)-1-allyloxycarbonylpyrrolidin-2-yl}-3-methyl-2-oxo-3-butenyl]-3[(1R)-1-t-butyldimethylsilyloxyethyl]-2-oxoazetidine), B(F)(F)F.CCOCC (boron trifluoride etherate), C(C)(=O)OCC (ethyl acetate), C([O-])(O)=O.[Na+] (sodium bicarbonate). Run in C(C)#N (acetonitrile), O (water). Reaction conditions: temperature 0 celsius, time 30 minute. The product is C(C=C)OC(=O)N1[C@@H](CCC1)/C=C(/C(C[C@@H]1[C@H](C(N1)=O)[C@@H](C)O)=O)\C ((3S,4R)-4-[(E)-4-{(2S)-1-allyloxycarbonylpyrrolidin-2-yl}-3-methyl-2-oxo-3-butenyl]3-[(1R)-1-hydroxyethyl]-2-oxoazetidine). RXN SMILES: [CH2:1]([O:4][C:5]([N:7]1[CH2:11][CH2:10][CH2:9][C@H:8]1/[CH:12]=[C:13](\[CH3:32])/[C:14](=[O:31])[CH2:15][CH:16]1[NH:19][C:18](=[O:20])[CH:17]1[C@H:21]([O:23][Si](C(C)(C)C)(C)C)[CH3:22])=[O:6])[CH:2]=[CH2:3].B(F)(F)F.CCOCC.C(OCC)(=O)C.C(=O)(O)[O-].[Na+]>C(#N)C.O>[CH2:1]([O:4][C:5]([N:7]1[CH2:11][CH2:10][CH2:9][C@H:8]1/[CH:12]=[C:13](\[CH3:32])/[C:14](=[O:31])[CH2:15][C@H:16]1[NH:19][C:18](=[O:20])[C@@H:17]1[C@H:21]([OH:23])[CH3:22])=[O:6])[CH:2]=[CH2:3] |f:1.2,4.5|. Procedure: To a solution of 3S,4R)-4-[(E)-4-{(2S)-1-allyloxycarbonylpyrrolidin-2-yl}-3-methyl-2-oxo-3-butenyl]-3[(1R)-1-t-butyldimethylsilyloxyethyl]-2-oxoazetidine (33.90 g) in acetonitrile (68 ml) was added boron trifluoride etherate (19.74 ml) at 5°-10° C. After stirring at 0° C. for 30 minutes, the reaction mixture was taken up into a mixture of ethyl acetate (170 ml), water (140 ml) and sodium bicarbonate (13.48 g). After stirring for 30 minutes, the organic layer was separated. The aqueous layer was ...